Dataset: the Open Reaction Database (ORD), a public repository of structured organic reaction records. Task: describe an organic reaction: reactants, conditions, products, and yield The reactants are C(CCC)[Li] (butyl-lithium), C(C)(C)NC(C)C (diisopropylamine), C(C)OC(C(CCCC1=C(C=CC=C1)Cl)C(C)=O)=O (5-(2-chlorophenyl)-2-acetylvaleric acid ethyl ester). Solvent: O1CCCC1 (tetrahydrofuran). Conditions: time 8 hour. Product: C(C)OC(C(CCCC1=C(C=CC=C1)Cl)=C)=O (5-(2-chlorophenyl)-2-methylenevaleric acid ethyl ester). Yield: 40.2%. Reaction SMILES: C([Li])CCC.C(NC(C)C)(C)C.[CH2:13]([O:15][C:16](=[O:31])[CH:17]([C:28](=O)C)[CH2:18][CH2:19][CH2:20][C:21]1[CH:26]=[CH:25][CH:24]=[CH:23][C:22]=1[Cl:27])[CH3:14]>O1CCCC1>[CH2:13]([O:15][C:16](=[O:31])[C:17](=[CH2:28])[CH2:18][CH2:19][CH2:20][C:21]1[CH:26]=[CH:25][CH:24]=[CH:23][C:22]=1[Cl:27])[CH3:14]. Procedure details: A mixture of 104 ml of 15% strength butyl-lithium (in hexane), 19 g of diisopropylamine and 400 ml of tetrahydrofuran is stirred together at -78°; 39 g of 5-(2-chlorophenyl)-2-acetylvaleric acid ethyl ester [prepared from 3-(2-chlorophenyl)propyltosylate and ethyl acetoacetate] are added dropwise to the resulting admixture. The mixture thus obtained is stirred for a further 20 minutes. After removing the cooling bath, 19.4 g of paraformaldehyde (anhydrous) are added in portions to the mixture. A... The reactants are COC=1C=C(C(=O)Cl)C=CC1 (3-methoxybenzoyl chloride), NC1=CC=C(C=C1)C(CCC(=O)OC)=O (4-(4-amino-phenyl)-4-oxo-butyric acid, methyl ester). The product is COC=1C=C(C(=O)NC2=CC=C(C=C2)C(CCC(=O)O)=O)C=CC1 (4-[4-(3-methoxy-benzoylamino)-phenyl]-4-oxo-butyric acid). Yield: 84.3%. RXN SMILES: [CH3:1][O:2][C:3]1[CH:4]=[C:5]([CH:9]=[CH:10][CH:11]=1)[C:6](Cl)=[O:7].[NH2:12][C:13]1[CH:18]=[CH:17][C:16]([C:19](=[O:26])[CH2:20][CH2:21][C:22]([O:24]C)=[O:23])=[CH:15][CH:14]=1>>[CH3:1][O:2][C:3]1[CH:4]=[C:5]([CH:9]=[CH:10][CH:11]=1)[C:6]([NH:12][C:13]1[CH:14]=[CH:15][C:16]([C:19](=[O:26])[CH2:20][CH2:21][C:22]([OH:24])=[O:23])=[CH:17][CH:18]=1)=[O:7]. Reported procedure: In a manner similar to that described in Example 3, 3-methoxybenzoyl chloride (0.052 g, 0.00030 mol) was allowed to react with 4-(4-amino-phenyl)-4-oxo-butyric acid, methyl ester (0.052 g, 0.00025 mol), and the resulting intermediate was hydrolyzed to give 0.069 g of 4-[4-(3-methoxy-benzoylamino)-phenyl]-4-oxo-butyric acid as an off-white solid; MS-(AP+) MH+328. Starting materials: CC(C)(C)O, CC=C(C)C, C=C(C=O)C1C(C(C)OC(=O)OCc2ccccc2)C(=O)N1C(Cc1ccc(OC)cc1)Cc1ccc(OC)cc1, [O-][Cl+][O-], [Na+], [Na+], [Na+], O=P([O-])([O-])O. The product is C=C(C(=O)O)C1C(C(C)OC(=O)OCc2ccccc2)C(=O)N1C(Cc1ccc(OC)cc1)Cc1ccc(OC)cc1. RXN SMILES: [C:58]([OH:59])([CH3:60])([CH3:61])[CH3:62].[CH3:42][C:43](=[CH:44][CH3:45])[CH3:46].[CH:1](=[O:2])[C:3](=[CH2:4])[CH:5]1[CH:6]([CH:29]([CH3:30])[O:31][C:32](=[O:33])[O:34][CH2:35][c:36]2[cH:37][cH:38][cH:39][cH:40][cH:41]2)[C:7](=[O:28])[N:8]1[CH:9]([CH2:10][c:11]1[cH:12][cH:13][c:14]([O:17][CH3:18])[cH:15][cH:16]1)[CH2:19][c:20]1[cH:21][cH:22][c:23]([O:26][CH3:27])[cH:24][cH:25]1.[Cl+:47]([O-:48])[O-:49].[Na+:50].[Na+:51].[Na+:52].[OH:53][P:54](=[O:55])([O-:56])[O-:57]>>[C:1](=[O:2])([C:3](=[CH2:4])[CH:5]1[CH:6]([CH:29]([CH3:30])[O:31][C:32](=[O:33])[O:34][CH2:35][c:36]2[cH:37][cH:38][cH:39][cH:40][cH:41]2)[C:7](=[O:28])[N:8]1[CH:9]([CH2:10][c:11]1[cH:12][cH:13][c:14]([O:17][CH3:18])[cH:15][cH:16]1)[CH2:19][c:20]1[cH:21][cH:22][c:23]([O:26][CH3:27])[cH:24][cH:25]1)[OH:48]. Reactants: Cl.N[C@@H]1[C@H](CCC1)NC(C1=C(C=CC=C1)Cl)=O (N-[(1S,2S)-2-aminocyclopentyl]-2-chlorobenzamide hydrochloride), Cl.N[C@@H]1[C@H](CCC1)NC(C1=C(C=CC=C1)Cl)=O (N-[(1S,2S)-2-aminocyclopentyl]-2-chlorobenzamide hydrochloride), ClC1=NC=C(C=C1)C(F)(F)F (2-chloro-5-(trifluoromethyl)pyridine), CCN(C(C)C)C(C)C (DIPEA). Run in CS(=O)C (DMSO). Conditions: temperature 150 celsius. The product is ClC1=C(C(=O)N[C@@H]2[C@H](CCC2)NC2=NC=C(C=C2)C(F)(F)F)C=CC=C1 (2-Chloro-N-[(1S,2S)-2-{[5-(trifluoromethyl)pyridin-2-yl]amino}cyclopentyl]benzamide). As a reaction SMILES: Cl.[NH2:2][C@H:3]1[CH2:7][CH2:6][CH2:5][C@@H:4]1[NH:8][C:9](=[O:17])[C:10]1[CH:15]=[CH:14][CH:13]=[CH:12][C:11]=1[Cl:16].Cl[C:19]1[CH:24]=[CH:23][C:22]([C:25]([F:28])([F:27])[F:26])=[CH:21][N:20]=1.CCN(C(C)C)C(C)C>CS(C)=O>[Cl:16][C:11]1[CH:12]=[CH:13][CH:14]=[CH:15][C:10]=1[C:9]([NH:8][C@H:4]1[CH2:5][CH2:6][CH2:7][C@@H:3]1[NH:2][C:19]1[CH:24]=[CH:23][C:22]([C:25]([F:28])([F:27])[F:26])=[CH:21][N:20]=1)=[O:17] |f:0.1|. Procedure details: A solution of N-[(1S,2S)-2-aminocyclopentyl]-2-chlorobenzamide hydrochloride (Intermediate 19; 100 mg, 0.36 mmol), 2-chloro-5-(trifluoromethyl)pyridine (CAS number 52334-81-3; 79 mg, 0.44 mmol) and DIPEA (190 μl, 1.09 mmol) in dry DMSO (1.2 ml) was sealed and heated at 150° C. for 17 hours. The reaction mixture was filtered through cotton wool and purified by reverse phase preparative HPLC (eluted with acetonitrile/water containing 0.1% ammonia) to afford the title compound. Reactants: ClC=1C=C2C[C@@H]([C@@H](C2=CC1)N1C(C2=CC=CC=C2C1=O)=O)O (2-[(1R,2S)-5-chloro-2-hydroxy-2,3-dihydro-1H-inden-1-yl]-1H-isoindole-1,3(2H)-dione), O1CCCC1 (tetrahydrofuran), CI (methyl iodide), CC(C)([O-])C.[K+] (potassium tert-butoxide), O1CCCC1 (tetrahydrofuran). Reaction conditions: temperature 0 celsius. Yields the product ClC=1C=C2C[C@@H]([C@@H](C2=CC1)N1C(C2=CC=CC=C2C1=O)=O)OC (2-[(1R,2S)-5-chloro-2-methoxy-2,3-dihydro-1H-inden-1-yl]-1H-isoindole-1,3(2H)-dione). Isolated yield 95.8%. RXN SMILES: [Cl:1][C:2]1[CH:3]=[C:4]2[C:8](=[CH:9][CH:10]=1)[C@@H:7]([N:11]1[C:19](=[O:20])[C:18]3[C:13](=[CH:14][CH:15]=[CH:16][CH:17]=3)[C:12]1=[O:21])[C@@H:6]([OH:22])[CH2:5]2.O1CCC[CH2:24]1.CI.CC(C)([O-])C.[K+]>>[Cl:1][C:2]1[CH:3]=[C:4]2[C:8](=[CH:9][CH:10]=1)[C@@H:7]([N:11]1[C:19](=[O:20])[C:18]3[C:13](=[CH:14][CH:15]=[CH:16][CH:17]=3)[C:12]1=[O:21])[C@@H:6]([O:22][CH3:24])[CH2:5]2 |f:3.4|. Reported procedure: To a solution of 2-[(1R,2S)-5-chloro-2-hydroxy-2,3-dihydro-1H-inden-1-yl]-1H-isoindole-1,3(2H)-dione (25.8 g, 0.0822 mol) in tetrahydrofuran (186 mL, 2.29 mol) was added methyl iodide (20.5 mL, 0.329 mol) and the solution was stirred at 0° C. To this solution was added 1.00 M of potassium tert-butoxide in tetrahydrofuran (90.4 mL, 0.0904 mol) dropwise via an addition funnel over 1 hour. The reaction was quenched via addition of 0.1 N HCl (250 mL) and transferred to a separatory funnel containing... Starting materials: CCO, FC(F)(F)Oc1ccc(CBr)cc1Cl, NC(N)=S. Yields the product FC(F)(F)Oc1ccc(CS)cc1Cl. Reaction SMILES: [CH3:19][CH2:20][OH:21].[Cl:1][c:2]1[cH:3][c:4]([CH2:5][Br:6])[cH:7][cH:8][c:9]1[O:10][C:11]([F:12])([F:13])[F:14].[NH2:15][C:16]([NH2:17])=[S:18]>>[Cl:1][c:2]1[cH:3][c:4]([CH2:5][SH:18])[cH:7][cH:8][c:9]1[O:10][C:11]([F:12])([F:13])[F:14]. Reactants: Cl, [Na+], [OH-], O, CC(C)(N)COS(=O)(=O)O, Sc1ccccc1. Product: CC(C)(N)CSc1ccccc1. As a reaction SMILES: [ClH:20].[Na+:2].[OH-:1].[OH2:21].[S:3]([O:4][CH2:8][C:9]([CH3:10])([CH3:11])[NH2:12])([OH:5])(=[O:6])=[O:7].[SH:13][c:14]1[cH:15][cH:16][cH:17][cH:18][cH:19]1>>[CH2:8]([C:9]([CH3:10])([CH3:11])[NH2:12])[S:13][c:14]1[cH:15][cH:16][cH:17][cH:18][cH:19]1. The reactants are BrC=1C=C2C(=C(C=NC2=CC1)[N+](=O)[O-])Cl (6-bromo-4-chloro-3-nitro-quinoline), NC1=CC=C(C=C1)C(C#N)(CC)CC (2-(4-amino-phenyl)-2-ethyl-butyronitrile), B(O)O (boronic acid). Product: Cl.N1=CC=NC2=C1C=CC(=C2)B(O)O (6-benzopyrazineboronic acid hydrochloride). As a reaction SMILES: Br[C:2]1[CH:3]=[C:4]2[C:9](=[CH:10][CH:11]=1)[N:8]=[CH:7][C:6]([N+:12]([O-])=O)=C2[Cl:15].NC1C=CC(C(CC)(CC)C#N)=CC=1.[BH:30]([OH:32])[OH:31]>>[ClH:15].[N:8]1[C:9]2[CH:10]=[CH:11][C:2]([B:30]([OH:32])[OH:31])=[CH:3][C:4]=2[N:12]=[CH:6][CH:7]=1 |f:3.4|. Procedure details: The following compounds (Table 2) are prepared in a similar manner as described in Example 1 by reacting 6-bromo-4-chloro-3-nitro-quinoline (Example 1c) with 2-(4-amino-phenyl)-2-ethyl-butyronitrile (Example 12a), and with the appropriate boronic acid: The reactants are C=CCBr, CN(C)C=O, CCC(C)(O)CCC=C(C)C, [H-], [Na+]. Product: C=CCOC(C)(CC)CCC=C(C)C. RXN SMILES: [CH2:14]([CH:15]=[CH2:16])[Br:17].[CH3:18][N:19]([CH3:20])[CH:21]=[O:22].[CH3:3][C:4]([CH2:5][CH3:6])([CH2:7][CH2:8][CH:9]=[C:10]([CH3:11])[CH3:12])[OH:13].[H-:1].[Na+:2]>>[CH3:3][C:4]([CH2:5][CH3:6])([CH2:7][CH2:8][CH:9]=[C:10]([CH3:11])[CH3:12])[O:13][CH2:16][CH:15]=[CH2:14].